Dataset: the Open Reaction Database (ORD), a public repository of structured organic reaction records. Task: describe an organic reaction: reactants, conditions, products, and yield Reactants: C(C)(C)(C)OC(=O)N1CCN(CC1)C1=NC=CC2=C1C=C(S2)S(NC2=C(C=C(C(=C2)OC)Cl)OC)(=O)=O (4-[2-(4-chloro-2,5-dimethoxy-phenylsulfamoyl)-thieno[3,2-c]pyridin-4-yl]-piperazine-1-carboxylic acid tert-butyl ester), S1C=CC2=C1C=CC=N2 (thienopyridine). Solvent: C(C)#N (ACN). Yields the product Cl.ClC1=CC(=C(C=C1OC)NS(=O)(=O)C1=CC=2C(=NC=CC2S1)N1CCNCC1)OC (4-Piperazin-1-yl-thieno[3,2-c]pyridine-2-sulfonic acid (4-chloro-2,5-dimethoxy-phenyl)amide hydrochloride). Reaction SMILES: C(OC([N:8]1[CH2:13][CH2:12][N:11]([C:14]2[C:19]3[CH:20]=[C:21]([S:23](=[O:37])(=[O:36])[NH:24][C:25]4[CH:30]=[C:29]([O:31][CH3:32])[C:28]([Cl:33])=[CH:27][C:26]=4[O:34][CH3:35])[S:22][C:18]=3[CH:17]=[CH:16][N:15]=2)[CH2:10][CH2:9]1)=O)(C)(C)C.S1C2C=CC=NC=2C=C1>C(#N)C>[ClH:33].[Cl:33][C:28]1[C:29]([O:31][CH3:32])=[CH:30][C:25]([NH:24][S:23]([C:21]2[S:22][C:18]3[CH:17]=[CH:16][N:15]=[C:14]([N:11]4[CH2:10][CH2:9][NH:8][CH2:13][CH2:12]4)[C:19]=3[CH:20]=2)(=[O:37])=[O:36])=[C:26]([O:34][CH3:35])[CH:27]=1 |f:3.4|. Reported procedure: The synthesis was preformed essentially as described in Method H-L from 4-[2-(4-chloro-2,5-dimethoxy-phenylsulfamoyl)-thieno[3,2-c]pyridin-4-yl]-piperazine-1-carboxylic acid tert-butyl ester (0.112 mmol, 1 equiv.) was used as the thienopyridine in Method C. Yield: 14.7 mg. LC/MS: tR=0.610 (System: 30% to 60% ACN in 1.5 min, YMC), Purity: 92%. MS: 469 (M+1) 1H NMR (270 MHz, DMSO-d6) δ ppm 3.17 (s, 1H) 3.27 (s, 4H) 3.38 (s, 3H) 3.58 (d, J=4.22 Hz, 4H) 3.77 (s, 3H) 7.08 (s, 1H) 7.69 (d, J=5.81 Hz, ... The reactants are CC(C)(C)N1C(=O)C(Nc2ccc(OCc3ccccc3)cc2)=C(c2ccccc2)S1(=O)=O, CSC, ClCCl. Product: CC(C)(C)N1C(=O)C(Nc2ccc(O)cc2)=C(c2ccccc2)S1(=O)=O. RXN SMILES: [CH2:1]([c:2]1[cH:3][cH:4][cH:5][cH:6][cH:7]1)[O:8][c:9]1[cH:10][cH:11][c:12]([NH:15][C:16]2=[C:20]([c:21]3[cH:22][cH:23][cH:24][cH:25][cH:26]3)[S:19](=[O:27])(=[O:28])[N:18]([C:29]([CH3:30])([CH3:31])[CH3:32])[C:17]2=[O:33])[cH:13][cH:14]1.[CH3:34][S:35][CH3:36].[Cl:37][CH2:38][Cl:39]>>[OH:8][c:9]1[cH:10][cH:11][c:12]([NH:15][C:16]2=[C:20]([c:21]3[cH:22][cH:23][cH:24][cH:25][cH:26]3)[S:19](=[O:27])(=[O:28])[N:18]([C:29]([CH3:30])([CH3:31])[CH3:32])[C:17]2=[O:33])[cH:13][cH:14]1. Starting materials: OCC(C)(CO)CO (1,1,1-Tris(hydroxymethyl)ethane), COC(=C)C (2-methoxypropene), S(O)(O)(=O)=O (sulfuric acid). Run in CC(=O)C (acetone). Run at time 1 hour. Product: CC1(COC(OC1)(C)C)CO ((1,4,4-trimethyl-3,5-dioxanyl)methan-1-ol). Isolated yield 96.8%. As a reaction SMILES: [OH:1][CH2:2][C:3]([CH2:7][OH:8])([CH2:5][OH:6])[CH3:4].CO[C:11]([CH3:13])=[CH2:12].S(=O)(=O)(O)O>CC(C)=O>[CH3:4][C:3]1([CH2:7][OH:8])[CH2:5][O:6][C:11]([CH3:13])([CH3:12])[O:1][CH2:2]1. Procedure details: 1,1,1-Tris(hydroxymethyl)ethane (120.2 g) and 2-methoxypropene (75.0 g) were suspended in acetone (300 ml). After adding one drop of cone, sulfuric acid at 0° C., the mixture was stirred for 1 hour and then at room temperature for additional 2 hours. After distilling off the acetone, a fraction obtained under reduced pressure (1.7 mmHg) at 70° C. was collected to give (1,4,4-trimethyl-3,5-dioxanyl)methan-1-ol (155.2 g). The reactants are N1=C(C=CC2=CC=CC=C12)COC1=CC=C(C=C1)NN (4-(quinolin-2-ylmethoxy)phenylhydrazine), C(C)(C)N(CC)C(C)C (diisopropylethylamine), C(Cl)Cl (CH2Cl2), ClC1=CC=C(CCl)C=C1 (p-chlorobenzyl chloride), C(Cl)Cl (CH2Cl2). Reagents/catalysts: [N+](CCCC)(CCCC)(CCCC)CCCC.[Br-] (Bu4NBr). The solvent is O (H2O). Run at time 24 hour. The product is ClC1=CC=C(CN(N)C2=CC=C(C=C2)OCC2=NC3=CC=CC=C3C=C2)C=C1 (1-(p-Chlorobenzyl)-I-[4-(quinolin-2-yl-methoxy)phenyl]hydrazine). Reaction SMILES: [N:1]1[C:10]2[C:5](=[CH:6][CH:7]=[CH:8][CH:9]=2)[CH:4]=[CH:3][C:2]=1[CH2:11][O:12][C:13]1[CH:18]=[CH:17][C:16]([NH:19][NH2:20])=[CH:15][CH:14]=1.C(N(C(C)C)CC)(C)C.C(Cl)Cl.[Cl:33][C:34]1[CH:41]=[CH:40][C:37]([CH2:38]Cl)=[CH:36][CH:35]=1>[N+](CCCC)(CCCC)(CCCC)CCCC.[Br-].O>[Cl:33][C:34]1[CH:41]=[CH:40][C:37]([CH2:38][N:19]([C:16]2[CH:15]=[CH:14][C:13]([O:12][CH2:11][C:2]3[CH:3]=[CH:4][C:5]4[C:10](=[CH:9][CH:8]=[CH:7][CH:6]=4)[N:1]=3)=[CH:18][CH:17]=2)[NH2:20])=[CH:36][CH:35]=1 |f:4.5|. Procedure: A quantity of 10 g of 4-(quinolin-2-ylmethoxy)phenylhydrazine from Step C was added to a solution of 10.5 mL of diisopropylethylamine and 150 mL of CH2Cl2. To the yellow suspension was added 9.11 g of p-chlorobenzyl chloride followed by 3.64 g of Bu4NBr and 50 mL of CH2Cl2. The reaction was stirred for approximately 24 hours. When no starting material remained, the reaction was diluted with H2O and extracted 3 times with CH2Cl2. The combined organic phase was washed once with water and dried (Mg... The reactants are CN1N=C(C=C1C(F)(F)F)OC1=CC(=C(C=C1)[N+](=O)[O-])[N+](=O)[O-] (4-(1-methyl-5-trifluoromethyl-1H-pyrazol-3-yloxy)-o-dinitrobenzene), BrN1C(CCC1=O)=O (N-Bromosuccinimide). The solvent is C(C)(=O)O (acetic acid), C(C)(=O)OC(C)=O (acetic anhydride). Run at temperature 80 celsius, time 21 hour. Yields the product BrC=1C(=NN(C1C(F)(F)F)C)OC1=CC(=C(C=C1)[N+](=O)[O-])[N+](=O)[O-] (4-(4-bromo-1-methyl-5-trifluoromethyl-1H-pyrazol-3-yloxy)-o-dinitrobenzene). The yield is 77.5%. As a reaction SMILES: [CH3:1][N:2]1[C:6]([C:7]([F:10])([F:9])[F:8])=[CH:5][C:4]([O:11][C:12]2[CH:17]=[CH:16][C:15]([N+:18]([O-:20])=[O:19])=[C:14]([N+:21]([O-:23])=[O:22])[CH:13]=2)=[N:3]1.[Br:24]N1C(=O)CCC1=O>C(O)(=O)C.C(OC(=O)C)(=O)C>[Br:24][C:5]1[C:4]([O:11][C:12]2[CH:17]=[CH:16][C:15]([N+:18]([O-:20])=[O:19])=[C:14]([N+:21]([O-:23])=[O:22])[CH:13]=2)=[N:3][N:2]([CH3:1])[C:6]=1[C:7]([F:8])([F:10])[F:9]. Reported procedure: 4-(1-methyl-5-trifluoromethyl-1H-pyrazol-3-yloxy)-o-dinitrobenzene (17.7 g, 54.9 mmol) was dissolved in a mixture of glacial acetic acid (90 cm3) and acetic anhydride (10 cm3) and the solution was warmed to 80° C. N-Bromosuccinimide (14.7 g, 82.4 mmol) was added, and the mixture was stirred at 80° C. for 21 hours, and then cooled to room temperature. The precipitate was collected, washed with water, and then taken up in ethyl acetate (500 cm3). The solution was washed with saturated sodium bicar... Reactants: FC1=CC=C(C=O)C=C1 (4-fluorobenzaldehyde), O1CCOC12CCNCC2 (1,4-dioxa-8-aza-spiro{4.5}decane). Yields the product O1CCOC12CCN(CC2)C2=CC=C(C=O)C=C2 (4-(1,4-Dioxa-8-aza-spiro{4,5}dec-8-yl)-benzaldehyde). Reaction SMILES: F[C:2]1[CH:9]=[CH:8][C:5]([CH:6]=[O:7])=[CH:4][CH:3]=1.[O:10]1[C:14]2([CH2:19][CH2:18][NH:17][CH2:16][CH2:15]2)[O:13][CH2:12][CH2:11]1>>[O:10]1[C:14]2([CH2:19][CH2:18][N:17]([C:2]3[CH:9]=[CH:8][C:5]([CH:6]=[O:7])=[CH:4][CH:3]=3)[CH2:16][CH2:15]2)[O:13][CH2:12][CH2:11]1. Reported procedure: Prepared from 4-fluorobenzaldehyde and 1,4-dioxa-8-aza-spiro{4.5}decane. Reactants: NC1=NC2(CO1)c1cc(-c3cccnc3F)ccc1Oc1ncc(Br)cc12, C[Si](C)(C)[N-][Si](C)(C)C, CC1(C)CNCCO1, [Cl-], [Li+], [NH4+], O=C(C=Cc1ccccc1)C=Cc1ccccc1, O=C(C=Cc1ccccc1)C=Cc1ccccc1, O=C(C=Cc1ccccc1)C=Cc1ccccc1, O, [Pd], [Pd]. Yields the product CC1(C)CN(c2cnc3c(c2)C2(COC(N)=N2)c2cc(-c4cccnc4F)ccc2O3)CCO1. RXN SMILES: [Br:1][c:2]1[cH:3][c:4]2[c:5]([n:6][cH:7]1)[O:8][c:9]1[cH:10][cH:11][c:12](-[c:21]3[c:22]([F:27])[n:23][cH:24][cH:25][cH:26]3)[cH:13][c:14]1[C:15]21[N:16]=[C:17]([NH2:20])[O:18][CH2:19]1.[CH3:28][Si:29]([N-:30][Si:31]([CH3:32])([CH3:33])[CH3:34])([CH3:35])[CH3:36].[CH3:38][C:39]1([CH3:45])[O:40][CH2:41][CH2:42][NH:43][CH2:44]1.[Cl-:46].[Li+:37].[NH4+:47].[O:51]=[C:52]([CH:53]=[CH:54][c:55]1[cH:56][cH:57][cH:58][cH:59][cH:60]1)[CH:61]=[CH:62][c:63]1[cH:64][cH:65][cH:66][cH:67][cH:68]1.[O:69]=[C:70]([CH:71]=[CH:72][c:73]1[cH:74][cH:75][cH:76][cH:77][cH:78]1)[CH:79]=[CH:80][c:81]1[cH:82][cH:83][cH:84][cH:85][cH:86]1.[O:87]=[C:88]([CH:89]=[CH:90][c:91]1[cH:92][cH:93][cH:94][cH:95][cH:96]1)[CH:97]=[CH:98][c:99]1[cH:100][cH:101][cH:102][cH:103][cH:104]1.[OH2:48].[Pd:49].[Pd:50]>>[c:2]1([N:43]2[CH2:42][CH2:41][O:40][C:39]([CH3:38])([CH3:45])[CH2:44]2)[cH:3][c:4]2[c:5]([n:6][cH:7]1)[O:8][c:9]1[cH:10][cH:11][c:12](-[c:21]3[c:22]([F:27])[n:23][cH:24][cH:25][cH:26]3)[cH:13][c:14]1[C:15]21[N:16]=[C:17]([NH2:20])[O:18][CH2:19]1. As a reaction SMILES: C(OCC1C[CH2:34][N:9]2[C:10]3[C:15]([C:16]([C:17]4[C:18](=[O:33])[O:19][C:20](=O)[C:21]=4[C:22]4[C:30]5[C:25](=[CH:26][CH:27]=[CH:28][CH:29]=5)[N:24]([CH3:31])[CH:23]=4)=[C:8]2C1)=[CH:14][CH:13]=[CH:12][CH:11]=3)(=O)C.[NH3:36]>CN(C)C=O>[OH:19][CH2:18][CH:17]1[CH2:21][CH2:34][N:9]2[C:10]3[C:15]([C:16]([C:17]4[C:18](=[O:33])[NH:36][C:20](=[O:19])[C:21]=4[C:22]4[C:30]5[C:25](=[CH:26][CH:27]=[CH:28][CH:29]=5)[N:24]([CH3:31])[CH:23]=4)=[C:8]2[CH2:16]1)=[CH:14][CH:13]=[CH:12][CH:11]=3. The reactants are C(C)(=O)OCC1CC=2N(C3=CC=CC=C3C2C=2C(OC(C2C2=CN(C3=CC=CC=C23)C)=O)=O)CC1 (3-[8-(acetoxymethyl)-6,7,8,9-tetrahydropyrido[1,2-a]indol-10-yl]-4-(1-methyl-3-indolyl)furan-2,5-dione), N (ammonia). Procedure details: A solution of 2.90 g of 3-[8-(acetoxymethyl)-6,7,8,9-tetrahydropyrido[1,2-a]indol-10-yl]-4-(1-methyl-3-indolyl)furan-2,5-dione in 30 ml of dimethylformamide and 23 ml of 33% aqueous ammonia was heated to 140° C. for 7 hours. The mixture was extracted with ethyl acetate and the combined organic extracts were washed with water, dried over anhydrous sodium sulfate and evaporated to dryness. Crystallization of the residue from ethyl acetate gave 1.87 g of 3-[6,7,8,9-tetrahydro-8-(hydroxymethyl)pyrid... Solvent: CN(C=O)C (dimethylformamide). Product: OCC1CC=2N(C3=CC=CC=C3C2C=2C(NC(C2C2=CN(C3=CC=CC=C23)C)=O)=O)CC1 (3-[6,7,8,9-tetrahydro-8-(hydroxymethyl)pyrido-[1,2-a]indol-10-yl]-4-(1-methyl-3-indolyl)-1H-pyrrole-2,5-dione). Solvent: NC=1SC2=C(N1)CCC(C2)NCCC (2-amino-4,5,6,7-tetrahydro-6-(propylamino)benzothiazole), C(C)(=O)OC(C)C (isopropyl acetate), NC=1SC2=C(N1)CCC(C2)NCCC (2-amino-4,5,6,7-tetrahydro-6-(propylamino)benzothiazole), C(C)(=O)OC(C)C (IPAC). Run at temperature 15 celsius. Yields the product Cl.Cl.NC=1SC2=C(N1)CCC(C2)NCCC (2-amino-4,5,6,7-tetrahydro-6-(propylamino)benzothiazole dihydrochloride). As a reaction SMILES: [ClH:1].[NH2:2][C:3]1(S([O-])(=O)=O)[NH:7][C:6]2[CH2:8][CH2:9][CH:10]([NH:12][CH2:13][CH2:14][CH3:15])[CH2:11][C:5]=2[S:4]1>NC1SC2CC(NCCC)CCC=2N=1.C(OC(C)C)(=O)C>[ClH:1].[ClH:1].[NH2:2][C:3]1[S:4][C:5]2[CH2:11][CH:10]([NH:12][CH2:13][CH2:14][CH3:15])[CH2:9][CH2:8][C:6]=2[N:7]=1 |f:4.5.6|. Reported procedure: In another embodiment, of 2-amino-4,5,6,7-tetrahydro-6-(propylamino)benzothiazole sulfonate or halide salts (8) may be converted to an HCl salt using a concentrated solution of HCl and isopropyl acetate (IPAC). In such embodiments, 2-amino-4,5,6,7-tetrahydro-6-(propylamino)benzothiazole sulfonate or halide salt (8) may be dissolved in IPAC and cooled to about 15° C. HCl (gas) may then be bubbled into the slurry for from about 0.5 hours to 3 hours to produce 2-amino-4,5,6,7-tetrahydro-6-(propylam... Reactants: Cl (HCl), NC1(SC2=C(N1)CCC(C2)NCCC)S(=O)(=O)[O-] (2-amino-4,5,6,7-tetrahydro-6-(propylamino)benzothiazole sulfonate), Cl (HCl), NC1(SC2=C(N1)CCC(C2)NCCC)S(=O)(=O)[O-] (2-amino-4,5,6,7-tetrahydro-6-(propylamino)benzothiazole sulfonate).